Dataset: the Open Reaction Database (ORD), a public repository of structured organic reaction records. Task: describe an organic reaction: reactants, conditions, products, and yield Reactants: CCOC(=O)c1cc2cc(O)ccc2n1CC(F)(F)F, CO, [Li+], C1CCOC1, [OH-], O, O. The product is O=C(O)c1cc2cc(O)ccc2n1CC(F)(F)F. As a reaction SMILES: [CH2:1]([CH3:2])[O:3][C:4](=[O:5])[c:6]1[n:7]([CH2:16][C:17]([F:18])([F:19])[F:20])[c:8]2[cH:9][cH:10][c:11]([OH:15])[cH:12][c:13]2[cH:14]1.[CH3:25][OH:26].[Li+:23].[O:27]1[CH2:28][CH2:29][CH2:30][CH2:31]1.[OH-:22].[OH2:21].[OH2:24]>>[O:3]=[C:4]([OH:5])[c:6]1[n:7]([CH2:16][C:17]([F:18])([F:19])[F:20])[c:8]2[cH:9][cH:10][c:11]([OH:15])[cH:12][c:13]2[cH:14]1. Reactants: C(#N)C1=CC=C(C=C1)N1CCN(CC1)[C@@H]1[C@@H](CN(CC1)CC(=O)OCC)CC(=O)OCC.C(C1=CC=CC=C1)(=O)[C@@]([C@@](C(=O)[O-])(O)C(C1=CC=CC=C1)=O)(O)C(=O)[O-] ((+)-cis-diethyl 4-[4-(4-cyanophenyl)-1-piperazinyl]-1,3-piperidinediacetate (+)-dibenzoyl-D-tartrate), Cl (hydrogen chloride), C([O-])([O-])=O.[NH4+].[NH4+] (ammonium carbonate). The solvent is C(C)O (ethanol), C(C)O (ethanol). Reaction conditions: time 8 hour. Product: Cl.C(N)(=N)C1=CC=C(C=C1)N1CCN(CC1)[C@@H]1[C@@H](CN(CC1)CC(=O)OCC)CC(=O)OCC ((+)-cis-diethyl 4-[4-(4-amidinophenyl)-1-piperazinyl]-1,3-piperidinediacetate hydrochloride). As a reaction SMILES: [C:1]([C:3]1[CH:8]=[CH:7][C:6]([N:9]2[CH2:14][CH2:13][N:12]([C@H:15]3[CH2:20][CH2:19][N:18]([CH2:21][C:22]([O:24][CH2:25][CH3:26])=[O:23])[CH2:17][C@H:16]3[CH2:27][C:28]([O:30][CH2:31][CH3:32])=[O:29])[CH2:11][CH2:10]2)=[CH:5][CH:4]=1)#[N:2].C([C@](C([O-])=O)(O)[C@](C(=O)C1C=CC=CC=1)(O)C([O-])=O)(=O)C1C=CC=CC=1.C(=O)([O-])[O-].[NH4+:63].[NH4+].[ClH:65]>C(O)C>[ClH:65].[C:1]([C:3]1[CH:8]=[CH:7][C:6]([N:9]2[CH2:10][CH2:11][N:12]([C@H:15]3[CH2:20][CH2:19][N:18]([CH2:21][C:22]([O:24][CH2:25][CH3:26])=[O:23])[CH2:17][C@H:16]3[CH2:27][C:28]([O:30][CH2:31][CH3:32])=[O:29])[CH2:13][CH2:14]2)=[CH:5][CH:4]=1)(=[NH:63])[NH2:2] |f:0.1,2.3.4,7.8|. Procedure: 660 mg of (+)-cis-diethyl 4-[4-(4-cyanophenyl)-1-piperazinyl]-1,3-piperidinediacetate-(+)-dibenzoyl-D-tartrate was dissolved in 20 ml of ethanol, into which hydrogen chloride was bubbled at from -10° C. to -20° C. until saturation. This was heated up to room temperature and stirred overnight, and thereafter the solvent was removed by distillation. The residue thus obtained was dissolved in 20 ml of ethanol, and 1.0 g of ammonium carbonate was added thereto and stirred at room temperature overnig... Starting materials: O (water), C(CCC)OCCOC1=CC=C(C=C1)C=1C=CC2=C(C=C(CCN2)C(=O)OC)C1 (methyl 7-(4-butoxyethoxyphenyl)-2,3-dihydro-1-benzazepine-4-carboxylate), COC1=C(C=O)C=CC=C1 (2-methoxybenzaldehyde), C(C)(=O)O[BH-](OC(C)=O)OC(C)=O.[Na+] (sodium triacetoxyborohydride). Reaction SMILES: [CH2:1]([O:5][CH2:6][CH2:7][O:8][C:9]1[CH:14]=[CH:13][C:12]([C:15]2[CH:16]=[CH:17][C:18]3[NH:24][CH2:23][CH2:22][C:21]([C:25]([O:27][CH3:28])=[O:26])=[CH:20][C:19]=3[CH:29]=2)=[CH:11][CH:10]=1)[CH2:2][CH2:3][CH3:4].[CH3:30][O:31][C:32]1[CH:39]=[CH:38][CH:37]=[CH:36][C:33]=1[CH:34]=O.C(O[BH-](OC(=O)C)OC(=O)C)(=O)C.[Na+].O>ClCCCl>[CH2:1]([O:5][CH2:6][CH2:7][O:8][C:9]1[CH:10]=[CH:11][C:12]([C:15]2[CH:16]=[CH:17][C:18]3[N:24]([CH2:34][C:33]4[CH:36]=[CH:37][CH:38]=[CH:39][C:32]=4[O:31][CH3:30])[CH2:23][CH2:22][C:21]([C:25]([O:27][CH3:28])=[O:26])=[CH:20][C:19]=3[CH:29]=2)=[CH:13][CH:14]=1)[CH2:2][CH2:3][CH3:4] |f:2.3|. The solvent is ClCCCl (1,2-dichloroethane). The yield is 100.0%. Reaction conditions: time 8 hour. Reported procedure: To a solution of methyl 7-(4-butoxyethoxyphenyl)-2,3-dihydro-1-benzazepine-4-carboxylate (300 mg) and 2-methoxybenzaldehyde (517 mg) in 1,2-dichloroethane (10 ml) was added sodium triacetoxyborohydride (724 mg), and the mixture was stirred under nitrogen atmosphere at room temperature overnight. Then, water was added to the mixture, and the mixture was extracted with ethyl acetate. The organic layer was washed with saturated brine and dried with magnesium sulfate. The solvent was evaporated unde... The product is C(CCC)OCCOC1=CC=C(C=C1)C=1C=CC2=C(C=C(CCN2CC2=C(C=CC=C2)OC)C(=O)OC)C1 (methyl 7-(4-butoxyethoxyphenyl)-1-(2-methoxybenzyl)-2,3-dihydro-1-benzazepine-4-carboxylate). Isolated yield 74.8%. Reaction SMILES: [CH3:1][C:2]1[CH:13]=[CH:12][CH:11]=[C:10]([N+:14]([O-])=O)[C:3]=1[C:4]([O:6][CH2:7][CH:8]=[CH2:9])=[O:5]>CO>[NH2:14][C:10]1[CH:11]=[CH:12][CH:13]=[C:2]([CH3:1])[C:3]=1[C:4]([O:6][CH2:7][CH:8]=[CH2:9])=[O:5]. Procedure details: Stannous chloride dihydrate (15.3 g, 67.8 mM) was suspended in methanol (25 ml), and a solution of allyl 2-methyl-6-nitrobenzoate (3.0 g, 13.6 mM) in methanol (5 ml) was added. The mixture was heated at reflux for 1 hour, cooled, and solvent removed. The residue was treated with ethyl acetate (100 ml), made basic with 880 ammonia and diluted with water (50 ml). The organic layer was decanted from the slurry of tin salts, which was extracted with two further portions of ethyl acetate. The combine... Product: NC1=C(C(=O)OCC=C)C(=CC=C1)C (allyl 2-amino-6-methylbenzoate). Run in CO (methanol), CO (methanol). The reactants are Stannous chloride dihydrate, CC1=C(C(=O)OCC=C)C(=CC=C1)[N+](=O)[O-] (allyl 2-methyl-6-nitrobenzoate).